This data is from the Open Reaction Database (ORD), a public repository of structured organic reaction records. The task is: describe an organic reaction: reactants, conditions, products, and yield Reactants: CC(C)(C)OC(=O)N1CCC(CC1)C(C1=C(C(=CC=C1)OC)OC)=O (4-(2,3-Dimethoxybenzoyl)-1-piperidinecarboxylic acid 1,1-dimethylethyl ester), FC(C(=O)O)(F)F (trifluoroacetic acid), CCOCC (ether). Reaction conditions: time 45 minute. Product: COC1=C(C=CC=C1OC)C1(CCNCC1)C=O (4-(2,3-dimethoxyphenyl)-4-piperidinylmethanone). RXN SMILES: CC(OC([N:8]1[CH2:13][CH2:12][CH:11]([C:14](=O)[C:15]2[CH:20]=[CH:19][CH:18]=[C:17]([O:21][CH3:22])C=2OC)[CH2:10][CH2:9]1)=O)(C)C.FC(F)(F)[C:28]([OH:30])=O.C[CH2:34][O:35]CC>>[CH3:22][O:21][C:17]1[C:18]([O:35][CH3:34])=[CH:19][CH:20]=[CH:15][C:14]=1[C:11]1([CH:28]=[O:30])[CH2:10][CH2:9][NH:8][CH2:13][CH2:12]1. Reported procedure: 4-(2,3-Dimethoxybenzoyl)-1-piperidinecarboxylic acid 1,1-dimethylethyl ester (7.75 g, 22.2 mmol) was dissolved in trifluoroacetic acid (50 mL, 650 mmol) and stirred for 45 minutes. The entire solution was poured into ether (900 mL) and allowed to stand overnight. Filtration yielded 4-(2,3-dimethoxyphenyl)-4-piperidinylmethanone trieluoroacetate as fine white needles, m.p. 123° C. Anal. Calcd for C14H19NO3.CF3CO2H: C, 52.89; H, 5.55; N, 3.86. Found: C, 52.77; H, 5.62; N, 3.82. Starting materials: OCC1C(NC(O1)=O)(C)C (5-(hydroxymethyl)-4,4-dimethyloxazolidin-2-one), ClOC(C)(C)C (tertbutyl hypochlorite). The solvent is CO (methanol). Reaction conditions: temperature 0 celsius, time 1 hour. The product is ClN1C(OC(C1(C)C)CO)=O (3-chloro-5-(hydroxymethyl)-4,4-dimethyloxazolidin-2-one). The yield is 80.2%. Reaction SMILES: [OH:1][CH2:2][CH:3]1[O:7][C:6](=[O:8])[NH:5][C:4]1([CH3:10])[CH3:9].[Cl:11]OC(C)(C)C>CO>[Cl:11][N:5]1[C:4]([CH3:10])([CH3:9])[CH:3]([CH2:2][OH:1])[O:7][C:6]1=[O:8]. Reported procedure: To a 0° C. solution of 5-(hydroxymethyl)-4,4-dimethyloxazolidin-2-one (250 mg, 1.72 mmol) in 2 mL of methanol was added tertbutyl hypochlorite (290 uL, 2.58 mmol). The reaction was stirred at 0° C. for 1 hour, then concentrated to a crude residue under reduced pressure. The crude product was purified by column chromatography (20 to 80% ethyl acetate in hexanes) to give the title compound as a clear liquid (248 mg, 1.38 mmol, 80%). 1H NMR (CDCl3, 400 MHz) δ 1.29 (s, 3H), 1.42 (s, 3H), 2.28-2.31 (... Procedure: By a procedure similar to that of example 1.59.2, starting from 3-(4-chlorophenyl)-1-(4-ethylphenyl)prop-2-en-1-one and dimethyl malonate, dimethyl 2-(1-(4-chlorophenyl)-3-(4-ethylphenyl)-3-oxopropyl)malonate was obtained as pale yellowish solid. The reactants are ClC1=CC=C(C=C1)C=CC(=O)C1=CC=C(C=C1)CC (3-(4-chlorophenyl)-1-(4-ethylphenyl)prop-2-en-1-one), C(CC(=O)OC)(=O)OC (dimethyl malonate). Product: ClC1=CC=C(C=C1)C(CC(=O)C1=CC=C(C=C1)CC)C(C(=O)OC)C(=O)OC (dimethyl 2-(1-(4-chlorophenyl)-3-(4-ethylphenyl)-3-oxopropyl)malonate). RXN SMILES: [Cl:1][C:2]1[CH:7]=[CH:6][C:5]([CH:8]=[CH:9][C:10]([C:12]2[CH:17]=[CH:16][C:15]([CH2:18][CH3:19])=[CH:14][CH:13]=2)=[O:11])=[CH:4][CH:3]=1.[C:20]([O:27][CH3:28])(=[O:26])[CH2:21][C:22]([O:24][CH3:25])=[O:23]>>[Cl:1][C:2]1[CH:3]=[CH:4][C:5]([CH:8]([CH:21]([C:20]([O:27][CH3:28])=[O:26])[C:22]([O:24][CH3:25])=[O:23])[CH2:9][C:10]([C:12]2[CH:13]=[CH:14][C:15]([CH2:18][CH3:19])=[CH:16][CH:17]=2)=[O:11])=[CH:6][CH:7]=1. Product: C=CCC(C(=O)O)N1CCC(CCCC)C1=O. Reactants: C1CCOC1, C=CCC(C(=O)OC)N1CCC(CCCC)C1=O, Cl, [Li+], [OH-], O. RXN SMILES: [CH2:23]1[O:24][CH2:25][CH2:26][CH2:27]1.[CH2:3]([CH2:4][CH2:5][CH3:6])[CH:7]1[C:8](=[O:20])[N:9]([CH:12]([C:13](=[O:14])[O:15][CH3:16])[CH2:17][CH:18]=[CH2:19])[CH2:10][CH2:11]1.[ClH:21].[Li+:2].[OH-:1].[OH2:22]>>[CH2:3]([CH2:4][CH2:5][CH3:6])[CH:7]1[C:8](=[O:20])[N:9]([CH:12]([C:13](=[O:14])[OH:15])[CH2:17][CH:18]=[CH2:19])[CH2:10][CH2:11]1. Reactants: CO, [Pd], C=Cc1cccc2cc(C(C)Nc3ncnc4[nH]cnc34)n(-c3ccccc3)c(=O)c12. The product is CCc1cccc2cc(C(C)Nc3ncnc4[nH]cnc34)n(-c3ccccc3)c(=O)c12. RXN SMILES: [CH3:32][OH:33].[Pd:34].[n:1]1[cH:2][n:3][c:4]2[nH:5][cH:6][n:7][c:8]2[c:9]1[NH:10][CH:11]([CH3:12])[c:13]1[n:14](-[c:26]2[cH:27][cH:28][cH:29][cH:30][cH:31]2)[c:15](=[O:25])[c:16]2[c:17]([CH:23]=[CH2:24])[cH:18][cH:19][cH:20][c:21]2[cH:22]1>>[n:1]1[cH:2][n:3][c:4]2[nH:5][cH:6][n:7][c:8]2[c:9]1[NH:10][CH:11]([CH3:12])[c:13]1[n:14](-[c:26]2[cH:27][cH:28][cH:29][cH:30][cH:31]2)[c:15](=[O:25])[c:16]2[c:17]([CH2:23][CH3:24])[cH:18][cH:19][cH:20][c:21]2[cH:22]1.